From a dataset of the Open Reaction Database (ORD), a public repository of structured organic reaction records. describe an organic reaction: reactants, conditions, products, and yield The reagents and catalysts are [Pd] (Pd/C). Starting materials: C(=O)[O-].[NH4+] (Ammonium formate), C(=O)O (formic acid), [N+](=O)([O-])C1=CC=C2CCCC(C2=C1)=O (7-nitro-1-tetralone). The product is NC1=CC=C2CCCC(C2=C1)=O (7-Amino-1-tetralone). Solvent: CO (methanol). Run at time 30 minute. Procedure: Ammonium formate (2 g), Pd/C (5%; 1 g), and formic acid (0.5 g; cat.) were added in that order to a solution of 7-nitro-1-tetralone (1.95 g; 10 mmol) in methanol (50 mL), and the mixture was stirred for 30 minutes. The solution was filtered, and the filtrate was concentrated. The remainder was soaked with methylene chloride (50+25 mL), and the mixture was filtered and concentrated. Yield 1.4 g (88%). Reaction SMILES: C([O-])=O.[NH4+].C(O)=O.[N+:8]([C:11]1[CH:20]=[C:19]2[C:14]([CH2:15][CH2:16][CH2:17][C:18]2=[O:21])=[CH:13][CH:12]=1)([O-])=O>CO.[Pd]>[NH2:8][C:11]1[CH:20]=[C:19]2[C:14]([CH2:15][CH2:16][CH2:17][C:18]2=[O:21])=[CH:13][CH:12]=1 |f:0.1|. Starting materials: BrC1=CC=C(C=C1)F (1-bromo-4-fluorobenzene), C1COCCOCCOCCOCCOCCO1 (18-crown-6), [F-].[K+] (KF), COC=1C=C2C=CNC2=CC1 (5-methoxyindole), BrC1=CC=C(C=C1)F (1-bromo-4-fluorobenzene), C1COCCOCCOCCOCCOCCO1 (18-crown-6), [F-].[K+] (KF). Solvent: CS(=O)C (DMSO), O (water), CCOCC (ether). Reaction conditions: temperature 120 celsius, time 20 hour. Product: BrC1=CC=C(C=C1)N1C=CC2=CC(=CC=C12)OC (1-(4-Bromo-phenyl)-5-methoxy-1H-indole). Yield: 84.4%. Reaction SMILES: [CH3:1][O:2][C:3]1[CH:4]=[C:5]2[C:9](=[CH:10][CH:11]=1)[NH:8][CH:7]=[CH:6]2.[Br:12][C:13]1[CH:18]=[CH:17][C:16](F)=[CH:15][CH:14]=1.C1OCCOCCOCCOCCOCCOC1.[F-].[K+]>CS(C)=O.O.CCOCC>[Br:12][C:13]1[CH:18]=[CH:17][C:16]([N:8]2[C:9]3[C:5](=[CH:4][C:3]([O:2][CH3:1])=[CH:11][CH:10]=3)[CH:6]=[CH:7]2)=[CH:15][CH:14]=1 |f:3.4|. Procedure details: To 14.7 g (0.1 mol) 5-methoxyindole in 100 ml DMSO were added 32.6 ml (0.3 mol) 1-bromo-4-fluorobenzene, 1.06 g (0.04 mol) 18-crown-6 and 10.92 g (60 mmol) KF on alox. The suspension was heated to 120° C. for 48 h. Additional 21.7 ml (0.2 mol) 1-bromo-4-fluorobenzene, 1.06 g (0.04 mol) 18-crown-6 and 10.92 g (60 mmol) KF on alox were added, and the mixture was stirred at 130° C. for 20 h. At RT, ether and water were added, the phases were separated and the inorganic phase was extracted with ethe... Starting materials: ClC1=C/C(/NC2=CC=CC=C12)=C/1\C(=NNC1=O)C ((Z)-4-(4-chloroquinolin-2(1H)-ylidene)-3-methyl-1H-pyrazol-5(4H)-one), COC1=C(C=CC=C1)S (2-methoxythiophenol), C20H17N3O2S. Product: COC1=C(C=CC=C1)SC1=C/C(/NC2=CC=CC=C12)=C/1\C(=NNC1=O)C ((Z)-4-(4-(2-methoxyphenylthio)quinolin-2(1H)-ylidene)-3-methyl-1H-pyrazol-5(4H)-one). Reaction SMILES: Cl[C:2]1[C:11]2[C:6](=[CH:7][CH:8]=[CH:9][CH:10]=2)[NH:5]/[C:4](=[C:12]2/[C:13]([CH3:18])=[N:14][NH:15][C:16]/2=[O:17])/[CH:3]=1.[CH3:19][O:20][C:21]1[CH:26]=[CH:25][CH:24]=[CH:23][C:22]=1[SH:27]>>[CH3:19][O:20][C:21]1[CH:26]=[CH:25][CH:24]=[CH:23][C:22]=1[S:27][C:2]1[C:11]2[C:6](=[CH:7][CH:8]=[CH:9][CH:10]=2)[NH:5]/[C:4](=[C:12]2/[C:13]([CH3:18])=[N:14][NH:15][C:16]/2=[O:17])/[CH:3]=1. Reported procedure: The title compound was prepared from (Z)-4-(4-chloroquinolin-2(1H)-ylidene)-3-methyl-1H-pyrazol-5(4H)-one and 2-methoxythiophenol using a procedure analogous to the one described in Example 6. 1H NMR (400 MHz, DMSO-D6) δ ppm 1.96 (s, 3H) 3.68 (s, 3H) 6.77 (s, 1H) 7.65-7.69 (m, 3H) 7.83-7.93 (m, 3H) 7.99 (d, J=8.08 Hz, 1H) 8.16 (d, J=8.34 Hz, 1H) 10.35 (s, 1H) 13.04 (bs, 1H); ESI-MS: m/z calc'd for C20H17N3O2S 363.10. found 364.3 (M+H)+. Reactants: BrC=1C=2N(C=CC1)N=C(N2)Cl (8-bromo-2-chloro-[1,2,4]triazolo[1,5-a]pyridine), NCC1=C(CN(S(=O)(=O)C)C)C=CC=C1 (N-(2-aminomethyl-benzyl)-N-methyl-methanesulfonamide). The product is ClC1=NN2C(C(=CC=C2)NCC2=C(CN(S(=O)(=O)C)C)C=CC=C2)=N1 (N-{2-[(2-Chloro-[1,2,4]triazolo[1,5-a]pyridin-8-ylamino)-methyl]-benzyl}-N-methyl-methanesulfonamide). As a reaction SMILES: Br[C:2]1[C:3]2[N:4]([N:8]=[C:9]([Cl:11])[N:10]=2)[CH:5]=[CH:6][CH:7]=1.[NH2:12][CH2:13][C:14]1[CH:26]=[CH:25][CH:24]=[CH:23][C:15]=1[CH2:16][N:17]([CH3:22])[S:18]([CH3:21])(=[O:20])=[O:19]>>[Cl:11][C:9]1[N:10]=[C:3]2[C:2]([NH:12][CH2:13][C:14]3[CH:26]=[CH:25][CH:24]=[CH:23][C:15]=3[CH2:16][N:17]([CH3:22])[S:18]([CH3:21])(=[O:20])=[O:19])=[CH:7][CH:6]=[CH:5][N:4]2[N:8]=1. Reported procedure: 156 c) N-{2-[(2-Chloro-[1,2,4]triazolo[1,5-a]pyridin-8-ylamino)-methyl]-benzyl}-N-methyl-methanesulfonamide was prepared 8-bromo-2-chloro-[1,2,4]triazolo[1,5-a]pyridine (500.0 mg, 2.151 mmol) and N-(2-aminomethyl-benzyl)-N-methyl-methanesulfonamide (540.0 mg, 2.365 mmol) in a manner analogous to Example 2d. 1H NMR (400 MHz, CDCl3, δ, ppm): 7.88 (d, J=6.7 Hz, 1H), 7.46-7.42 (m, 1H), 7.38-7.30 (m, 3H), 6.88 (t, J=7.6 Hz, 1H), 6.50 (d, J=7.9 Hz, 1H), 5.25-5.19 (m, 1H), 4.60 (d, J=5.5 Hz, 2H), 4.40 ... Reactants: Cl.N1=C(C=CC=C1)CCl (2-Picolyl chloride hydrochloride), [H-].[K+] (potassium hydride), C(C1=CC=CC=C1)(C1=CC=CC=C1)N1C(=C(C2=CC(=CC=C12)Cl)CCOC1=CC=C(C(=O)OCC)C=C1)CO (Ethyl 4-{2-[1-benzhydryl-5-chloro-2-(hydroxymethyl)-1H-indol-3-yl]ethoxy}benzoate). The solvent is CN(C=O)C (N,N-dimethylformamide), CN(C=O)C (N,N-dimethylformamide). Conditions: time 2 hour. Yields the product C(C1=CC=CC=C1)(C1=CC=CC=C1)N1C(=C(C2=CC(=CC=C12)Cl)CCOC1=CC=C(C(=O)O)C=C1)COCC1=NC=CC=C1 (4-(2-{1-benzhydryl-5-chloro-2-[(2-pyridinylmethoxy)methyl]-1H-indol-3-yl}ethoxy)benzoic acid). The yield is 10.6%. As a reaction SMILES: Cl.[N:2]1[CH:7]=[CH:6][CH:5]=[CH:4][C:3]=1[CH2:8]Cl.[H-].[K+].[CH:12]([N:25]1[C:33]2[C:28](=[CH:29][C:30]([Cl:34])=[CH:31][CH:32]=2)[C:27]([CH2:35][CH2:36][O:37][C:38]2[CH:48]=[CH:47][C:41]([C:42]([O:44]CC)=[O:43])=[CH:40][CH:39]=2)=[C:26]1[CH2:49][OH:50])([C:19]1[CH:24]=[CH:23][CH:22]=[CH:21][CH:20]=1)[C:13]1[CH:18]=[CH:17][CH:16]=[CH:15][CH:14]=1>CN(C)C=O>[CH:12]([N:25]1[C:33]2[C:28](=[CH:29][C:30]([Cl:34])=[CH:31][CH:32]=2)[C:27]([CH2:35][CH2:36][O:37][C:38]2[CH:48]=[CH:47][C:41]([C:42]([OH:44])=[O:43])=[CH:40][CH:39]=2)=[C:26]1[CH2:49][O:50][CH2:8][C:3]1[CH:4]=[CH:5][CH:6]=[CH:7][N:2]=1)([C:13]1[CH:14]=[CH:15][CH:16]=[CH:17][CH:18]=1)[C:19]1[CH:20]=[CH:21][CH:22]=[CH:23][CH:24]=1 |f:0.1,2.3|. Procedure: 2-Picolyl chloride hydrochloride (164 mg, 1 mmol) was added to potassium hydride (228 mg of 40% KH, 2 mmol, in mineral oil, washed with hexanes) in 5 mL of dry N,N-dimethylformamide at room temperature. Ethyl 4-{2-[1-benzhydryl-5-chloro-2-(hydroxymethyl)-1H-indol-3-yl]ethoxy}benzoate (140 mg, 0.25 mmol) in 3 mL of N,N-dimethylformamide was added via syringe. After stirring at room temperature for 2 hours, the reaction was quenched with iced water, extracted with CH2Cl2, dried over magnesium sulf...